describe an organic reaction: reactants, conditions, products, and yield From a dataset of the Open Reaction Database (ORD), a public repository of structured organic reaction records. Reactants: C(CCCCCCC\C=C/CCCCCCCC)(=O)O (oleic acid), H2WO4. The solvent is OO (H2O2). Reaction conditions: time 5 hour. Product: C(CCCCCCCC)(=O)O (pelargonic acid). Isolated yield 69.0%. Reaction SMILES: [C:1]([OH:20])(=[O:19])[CH2:2][CH2:3][CH2:4][CH2:5][CH2:6][CH2:7][CH2:8]/[CH:9]=C\CCCCCCCC>OO>[C:1]([OH:20])(=[O:19])[CH2:2][CH2:3][CH2:4][CH2:5][CH2:6][CH2:7][CH2:8][CH3:9]. Reported procedure: The apparatus used in Example 3 was loaded with the following reagents: 103 g of crude oleic acid (purity=80%, linoleic acid content=9.9%), 2.0 g of H2WO4 and 2.0 g of Arquad 2HT. 105 cm3 of 60% H2O2 were gradually added to the mixture which was stirred continuously and kept at a temperature of between 100° and 109° C. for a period of about 5 hours. Treatment was carried out as described in Example 3 and 39.8 g of pelargonic acid (total yield 86%) and 46.8 g of azelaic acid (total yield 76% ) we... The reactants are Cl.N1=C(C=CC=C1)CC(=O)O (2-pyridylacetic acid hydrochloride), C1(CCCCC1)CO (cyclohexylmethanol), C1(CCCCC1)N=C=NC1CCCCC1 (1,3-dicyclohexylcarbodiimide). The solvent is N1=CC=CC=C1 (pyridine). Reaction conditions: time 10 hour. Product: N1=C(C=CC=C1)CC(=O)OCC1CCCCC1 (cyclohexylmethyl 2-pyridylacetate). As a reaction SMILES: Cl.[N:2]1[CH:7]=[CH:6][CH:5]=[CH:4][C:3]=1[CH2:8][C:9]([OH:11])=[O:10].[CH:12]1([CH2:18]O)[CH2:17][CH2:16][CH2:15][CH2:14][CH2:13]1.C1(N=C=NC2CCCCC2)CCCCC1>N1C=CC=CC=1>[N:2]1[CH:7]=[CH:6][CH:5]=[CH:4][C:3]=1[CH2:8][C:9]([O:11][CH2:18][CH:12]1[CH2:17][CH2:16][CH2:15][CH2:14][CH2:13]1)=[O:10] |f:0.1|. Procedure: To a mixture of 422 mg of 2-pyridylacetic acid hydrochloride and 596 μl of cyclohexylmethanol in 5 ml of dry pyridine was added 651 mg of 1,3-dicyclohexylcarbodiimide, and the mixture was stirred for 10 hours at room temperature. The precipitates were filtered off and the filtrate was evaporated under reduced pressure. The residue was dissolved in 20 ml of a 1N-hydrochloric acid, acidic solution was washed twice with 25 ml of diethyl ether. A 2N-aqueous sodium hydroxide was added to the solution... The reactants are FC1=CC=C(CCCl)C=C1 (4-fluorophenethyl chloride), CC(C)(C)NC(=O)C1=NC=CC=C1C (N-(1,1-dimethylethyl)-3-methyl-2-pyridinecarboxamide), [Br-].[Na+] (sodium bromide), C(CCC)[Li] (n-butyl lithium). Run in C1CCOC1 (THF). Conditions: temperature -5 celsius, time 15 minute. Product: CC(C)(C)NC(=O)C1=NC=C(C=C1CCCC1=CC=C(C=C1)F)C (N-(1,1-DIMETHYLETHYL)-3-[3-(4-FLUOROPHENYL)PROPYL]-5-METHYL-2-PYRIDINE CARBOXAMIDE). Reaction SMILES: [CH3:1][C:2]([NH:5][C:6]([C:8]1[C:13]([CH3:14])=[CH:12][CH:11]=[CH:10][N:9]=1)=[O:7])([CH3:4])[CH3:3].[CH2:15]([Li])CCC.[Br-].[Na+].[F:22][C:23]1[CH:31]=[CH:30][C:26]([CH2:27][CH2:28]Cl)=[CH:25][CH:24]=1>C1COCC1>[CH3:4][C:2]([NH:5][C:6]([C:8]1[C:13]([CH2:14][CH2:28][CH2:27][C:26]2[CH:30]=[CH:31][C:23]([F:22])=[CH:24][CH:25]=2)=[CH:12][C:11]([CH3:15])=[CH:10][N:9]=1)=[O:7])([CH3:1])[CH3:3] |f:2.3|. Procedure: Cool a solution of N-(1,1-dimethylethyl)-3-methyl-2-pyridinecarboxamide in dry THF to -40° C. and add 2 equivalents of n-butyl lithium. Add a large excess of sodium bromide and stir for 15 minutes. Add 1 eq. of 4-fluorophenethyl chloride and stir for 2.5 hours while warming to -5° C. Quench the reaction with water and extract the product twice with ethyl acetate, then wash with brine (2X). Dry the organic phase over Na2SO4, filter and remove the solvent to produce the title compound. Yields the product c1ccc2c(c1)CCCC2NCC1CCCCC1. The reactants are O=CC1CCCCC1, NC1CCCc2ccccc21. Reaction SMILES: [CH:1]1([CH:7]=[O:8])[CH2:2][CH2:3][CH2:4][CH2:5][CH2:6]1.[CH:9]1([NH2:19])[CH2:10][CH2:11][CH2:12][c:13]2[cH:14][cH:15][cH:16][cH:17][c:18]21>>[CH:1]1([CH2:7][NH:19][CH:9]2[CH2:10][CH2:11][CH2:12][c:13]3[cH:14][cH:15][cH:16][cH:17][c:18]32)[CH2:2][CH2:3][CH2:4][CH2:5][CH2:6]1.